This data is from the Open Reaction Database (ORD), a public repository of structured organic reaction records. The task is: describe an organic reaction: reactants, conditions, products, and yield Solvent: CCN(CC)CC (Et3N). Reagents/catalysts: [Cu]I (copper(1)iodide), C1=CC=C(C=C1)P(C2=CC=CC=C2)C3=CC=CC=C3.C1=CC=C(C=C1)P(C2=CC=CC=C2)C3=CC=CC=C3.Cl[Pd]Cl (bis(triphenylphosphine)-palladium(II)chloride). Reported procedure: A mixture of (3-iodo-phenyl)-acetic acid methyl ester (948 mg, 3.4 mmol), 1-(t-butyldimethylsilyloxy)but-3-yne (644 mg, 3.5 mmol), copper(1)iodide (50 mg), and bis(triphenylphosphine)-palladium(II)chloride (50 mg) in Et3N (5 ml) was refluxed, under argon for 2 hr. The reaction was cooled, and the liquid was decanted off, diluted with diethyl ether, and washed with 1N HCl. The organic layer was dried and the solvent was evaporated. The residue was chromatographed on silica gel (hexane/methylene c... As a reaction SMILES: [CH3:1][O:2][C:3](=[O:12])[CH2:4][C:5]1[CH:10]=[CH:9][CH:8]=[C:7](I)[CH:6]=1.[Si:13]([O:20][CH2:21][CH2:22][C:23]#[CH:24])([C:16]([CH3:19])([CH3:18])[CH3:17])([CH3:15])[CH3:14]>CCN(CC)CC.[Cu]I.C1C=CC(P(C2C=CC=CC=2)C2C=CC=CC=2)=CC=1.C1C=CC(P(C2C=CC=CC=2)C2C=CC=CC=2)=CC=1.Cl[Pd]Cl>[CH3:1][O:2][C:3](=[O:12])[CH2:4][C:5]1[CH:10]=[CH:9][CH:8]=[C:7]([C:24]#[C:23][CH2:22][CH2:21][O:20][Si:13]([C:16]([CH3:19])([CH3:18])[CH3:17])([CH3:15])[CH3:14])[CH:6]=1 |f:4.5.6|. The reactants are COC(CC1=CC(=CC=C1)I)=O ((3-iodo-phenyl)-acetic acid methyl ester), [Si](C)(C)(C(C)(C)C)OCCC#C (1-(t-butyldimethylsilyloxy)but-3-yne). The yield is 61.9%. The product is COC(CC1=CC(=CC=C1)C#CCCO[Si](C)(C)C(C)(C)C)=O ({3-[4-(t-Butyldimethylsilylhydroxy)but-1-ynyl]phenyl}acetic acid methyl ester).